Dataset: the Open Reaction Database (ORD), a public repository of structured organic reaction records. Task: describe an organic reaction: reactants, conditions, products, and yield Starting materials: COC1=CC=C(CN(C=2C=C3C(=CN2)C(OC=2C=C(C=CC23)OC[C@H](CC(C)C)NC(OC(C)(C)C)=O)C)CC2=CC=C(C=C2)OC)C=C1 (tert-butyl ((2S)-1-((2-(bis(4-methoxybenzyl)amino)-5-methyl-5H-chromeno[3,4-c]pyridin-8-yl)oxy)-4-methylpentan-2-yl)carbamate), C(=O)(C(F)(F)F)O (TFA). The solvent is ClCCl (dichloromethane). Reaction conditions: time 8 hour. The product is CC1OC=2C=CC=CC2C=2C1=CN=C(C2)N (5-methyl-5H-chromeno[3,4-c]pyridin-2-amine). Isolated yield 41.8%. RXN SMILES: COC1C=CC(C[N:8](CC2C=CC(OC)=CC=2)[C:9]2[CH:10]=[C:11]3[C:22]4[CH:21]=[CH:20][C:19](OC[C@@H](NC(=O)OC(C)(C)C)CC(C)C)=[CH:18][C:17]=4[O:16][CH:15]([CH3:38])[C:12]3=[CH:13][N:14]=2)=CC=1.C(O)(C(F)(F)F)=O>ClCCl>[CH3:38][CH:15]1[C:12]2=[CH:13][N:14]=[C:9]([NH2:8])[CH:10]=[C:11]2[C:22]2[CH:21]=[CH:20][CH:19]=[CH:18][C:17]=2[O:16]1. Reported procedure: To a stirred solution of tert-butyl ((2S)-1-((2-(bis(4-methoxybenzyl)amino)-5-methyl-5H-chromeno[3,4-c]pyridin-8-yl)oxy)-4-methylpentan-2-yl)carbamate (110 mg, 0.165 mmol) in dichloromethane (10 mL) was added TFA (0.254 mL, 3.29 mmol) and the reaction was stirred at room temperature overnight. The volatiles were evaporated and the crude material was purified by preparative HPLC (0.1% TFA in MeOH) to afford 8-4(S)-2-amino-4-methylpentyl)oxy)-5-methyl-5H-chromeno[3,4-c]pyridin-2-amine (25 mg, 0.06...